Task: describe an organic reaction: reactants, conditions, products, and yield. Dataset: the Open Reaction Database (ORD), a public repository of structured organic reaction records Reaction SMILES: [CH3:29][N:30]1[CH2:31][CH2:32][O:33][CH2:34][CH2:35]1.[CH3:36][S:37]([Cl:38])(=[O:39])=[O:40].[Cl:54][CH2:55][Cl:56].[ClH:1].[NH2:2][c:3]1[c:4]([CH3:28])[c:5]2[n:6]([n:7][cH:8][c:9]([C:25]#[N:26])[c:10]2[NH:11][c:12]2[cH:13][cH:14][c:15]([O:18][c:19]3[cH:20][cH:21][cH:22][cH:23][cH:24]3)[cH:16][cH:17]2)[cH:27]1.[OH:41][C:42]([CH2:43][C:44]([C:45](=[O:46])[OH:47])([CH2:48][C:49](=[O:50])[OH:51])[OH:52])=[O:53]>>[NH:2]([c:3]1[c:4]([CH3:28])[c:5]2[n:6]([n:7][cH:8][c:9]([C:25]#[N:26])[c:10]2[NH:11][c:12]2[cH:13][cH:14][c:15]([O:18][c:19]3[cH:20][cH:21][cH:22][cH:23][cH:24]3)[cH:16][cH:17]2)[cH:27]1)[S:37]([CH3:36])(=[O:39])=[O:40]. Product: Cc1c(NS(C)(=O)=O)cn2ncc(C#N)c(Nc3ccc(Oc4ccccc4)cc3)c12. The reactants are CN1CCOCC1, CS(=O)(=O)Cl, ClCCl, Cl, Cc1c(N)cn2ncc(C#N)c(Nc3ccc(Oc4ccccc4)cc3)c12, O=C(O)CC(O)(CC(=O)O)C(=O)O. The reactants are COC(=O)[C@H]1N(C[C@@H](C1)S(=O)(=O)C1=C(C=CC=C1)Cl)C1=CC(=NN1C1CCSCC1)C ((2S,4R)-4-(2-chlorophenylsulfonyl)-1-(3-methyl-1-(tetrahydro-2H-thiopyran-4-yl)-1H-pyrazol-5-yl)pyrrolidine-2-carboxylic acid methyl ester), [OH-].[Li+] (lithium hydroxide). Yields the product ClC1=C(C=CC=C1)S(=O)(=O)[C@@H]1C[C@H](N(C1)C1=CC(=NN1C1CCSCC1)C)C(=O)O ((2S,4R)-4-(2-Chlorophenylsulfonyl)-1-(3-methyl-1-(tetrahydro-2H-thiopyran-4-yl)-1H-pyrazol-5-yl)pyrrolidine-2-carboxylic acid). RXN SMILES: C[O:2][C:3]([C@@H:5]1[CH2:9][C@@H:8]([S:10]([C:13]2[CH:18]=[CH:17][CH:16]=[CH:15][C:14]=2[Cl:19])(=[O:12])=[O:11])[CH2:7][N:6]1[C:20]1[N:24]([CH:25]2[CH2:30][CH2:29][S:28][CH2:27][CH2:26]2)[N:23]=[C:22]([CH3:31])[CH:21]=1)=[O:4].[OH-].[Li+]>>[Cl:19][C:14]1[CH:15]=[CH:16][CH:17]=[CH:18][C:13]=1[S:10]([C@H:8]1[CH2:7][N:6]([C:20]2[N:24]([CH:25]3[CH2:30][CH2:29][S:28][CH2:27][CH2:26]3)[N:23]=[C:22]([CH3:31])[CH:21]=2)[C@H:5]([C:3]([OH:4])=[O:2])[CH2:9]1)(=[O:11])=[O:12] |f:1.2|. Procedure details: In analogy to the procedure described in example 253e, (2S,4R)-4-(2-chlorophenylsulfonyl)-1-(3-methyl-1-(tetrahydro-2H-thiopyran-4-yl)-1H-pyrazol-5-yl)pyrrolidine-2-carboxylic acid methyl ester was saponified in the presence of lithium hydroxide to give the title compound as brown liquid which was used in the next step without further purification. MS (ESI): m/z=470.0 [M+H]+. The reactants are CN(S(=O)(=O)C=1C=CC2=C(C(C3=C(C=C2)C=CC=C3)=O)C1)C (3-Dimethylsulfamoyl-5H-dibenzo[a,d]cyclohepten-5-one), [OH-].[K+] (potassium hydroxide), CO (methanol), [BH4-].[K+] (potassium borohydride). Solvent: O (water). Yields the product CN(S(=O)(=O)C=1C=CC2=C(C(C3=C(C=C2)C=CC=C3)O)C1)C (3-dimethylsulfamoyl-5H-dibenzo[a,d]cyclohepten-5-ol). As a reaction SMILES: [CH3:1][N:2]([CH3:22])[S:3]([C:6]1[CH:7]=[CH:8][C:9]2[CH:15]=[CH:14][C:13]3[CH:16]=[CH:17][CH:18]=[CH:19][C:12]=3[C:11](=[O:20])[C:10]=2[CH:21]=1)(=[O:5])=[O:4].CO.[BH4-].[K+].[OH-].[K+]>O>[CH3:1][N:2]([CH3:22])[S:3]([C:6]1[CH:7]=[CH:8][C:9]2[CH:15]=[CH:14][C:13]3[CH:16]=[CH:17][CH:18]=[CH:19][C:12]=3[CH:11]([OH:20])[C:10]=2[CH:21]=1)(=[O:4])=[O:5] |f:2.3,4.5|. Procedure details: 3-Dimethylsulfamoyl-5H-dibenzo[a,d]cyclohepten-5-one (6.9 g., 0.022 mole) and 100 ml. of absolute methanol are stirred and heated to refluxing. A solution of 1.6 g. (0.0296 mole) of potassium borohydride in 12 ml. of water containing one pellet of potassium hydroxide is added dropwise at a rate such that reflux is maintained without external heating. After another 11/2 hours at reflux, the solution is evaporated to dryness under reduced pressure. The residual white solid is suspended in water, c... Reactants: NC=1C=CC(=C(C1)[C@H]1N(CCC1)C(=O)OC(C)(C)C)S(=O)(=O)C(C)C ((S)-tert-butyl 2-(5-amino-2-(isopropylsulfonyl)phenyl)pyrrolidine-1-carboxylate), Cl.CN(C(O)=O)C1=CC(=C(C=C1)S(=O)(=O)C(C)C)[C@@H]1NCCC1 ((R)-Methyl(4-(isopropylsulfonyl)-3-(pyrrolidin-2-yl)phenyl)carbamate hydrochloride). The product is Cl.CN(C(O)=O)C1=CC(=C(C=C1)S(=O)(=O)C(C)C)[C@H]1NCCC1 ((S)-Methyl(4-(isopropylsulfonyl)-3-(pyrrolidin-2-yl)phenyl)carbamate hydrochloride). Reaction SMILES: NC1C=CC(S(C(C)C)(=O)=O)=C([C@@H]2CCCN2C(OC(C)(C)C)=O)C=1.[ClH:26].[CH3:27][N:28]([C:32]1[CH:37]=[CH:36][C:35]([S:38]([CH:41]([CH3:43])[CH3:42])(=[O:40])=[O:39])=[C:34]([C@H:44]2[CH2:48][CH2:47][CH2:46][NH:45]2)[CH:33]=1)[C:29](=[O:31])[OH:30]>>[ClH:26].[CH3:27][N:28]([C:32]1[CH:37]=[CH:36][C:35]([S:38]([CH:41]([CH3:43])[CH3:42])(=[O:40])=[O:39])=[C:34]([C@@H:44]2[CH2:48][CH2:47][CH2:46][NH:45]2)[CH:33]=1)[C:29](=[O:30])[OH:31] |f:1.2,3.4|. Procedure details: 44B was prepared from 40B following a procedure similar to that used in the preparation of 44A. 1H NMR (400 MHz, Methanol-d4) δ ppm 1.24 (d, J=6.85 Hz, 3H) 1.35 (d, J=6.85 Hz, 3H) 2.14-2.29 (m, 1H) 2.29-2.45 (m, 2H) 2.45-2.62 (m, 1H) 3.36-3.56 (m, 3H) 3.79 (s, 3H) 7.68 (dd, J=8.56, 1.96 Hz, 1H) 7.95 (d, J=8.56 Hz, 1H) 8.08 (d, J=2.20 Hz, 1H) 8.10-8.19 (m, 2H) 8.60-8.77 (m, 1H) 8.89 (d, J=5.14 Hz, 2H) 9.96 (s, 1H). Reactants: Cl (hydrochloric acid), FC1=C(COC2=CC(=CC=3N2N=C(C3C(=O)NC[C@@H]3CC[C@H](CC3)C(=O)OC)C)C)C(=CC=C1)F (Methyl trans-4-{[({7-[(2,6-difluorobenzyl)oxy]-2,5-dimethylpyrazolo[1,5-a]pyridin-3-yl}carbonyl)amino]methyl}cyclohexanecarboxylate), [OH-].[Li+] (lithium hydroxide), [OH-].[Li+] (lithium hydroxide). Solvent: C1CCOC1.CO (THF methanol). Run at time 3 day. The product is FC1=C(COC2=CC(=CC=3N2N=C(C3C(=O)NC[C@@H]3CC[C@H](CC3)C(=O)O)C)C)C(=CC=C1)F (trans-4-{[({7-[(2,6-Difluorobenzyl)oxy]-2,5-dimethylpyrazolo[1,5-a]pyridin-3-yl}carbonyl)amino]methyl}cyclohexanecarboxylic Acid). The yield is 51.3%. RXN SMILES: [F:1][C:2]1[CH:34]=[CH:33][CH:32]=[C:31]([F:35])[C:3]=1[CH2:4][O:5][C:6]1[N:11]2[N:12]=[C:13]([CH3:29])[C:14]([C:15]([NH:17][CH2:18][C@H:19]3[CH2:24][CH2:23][C@H:22]([C:25]([O:27]C)=[O:26])[CH2:21][CH2:20]3)=[O:16])=[C:10]2[CH:9]=[C:8]([CH3:30])[CH:7]=1.[OH-].[Li+].Cl>C1COCC1.CO>[F:1][C:2]1[CH:34]=[CH:33][CH:32]=[C:31]([F:35])[C:3]=1[CH2:4][O:5][C:6]1[N:11]2[N:12]=[C:13]([CH3:29])[C:14]([C:15]([NH:17][CH2:18][C@H:19]3[CH2:20][CH2:21][C@H:22]([C:25]([OH:27])=[O:26])[CH2:23][CH2:24]3)=[O:16])=[C:10]2[CH:9]=[C:8]([CH3:30])[CH:7]=1 |f:1.2,4.5|. Procedure: 90 mg (0.19 mmol, 1.0 eq.) of methyl trans-4-{[({7-[(2,6-difluorobenzyl)oxy]-2,5-dimethylpyrazolo[1,5-a]pyridin-3-yl}carbonyl)amino]methyl}cyclohexanecarboxylate from Example 35 were dissolved in 5.5 ml of THF/methanol (5/1) and admixed with 1.3 ml of 1 N aqueous lithium hydroxide solution. The mixture was stirred at RT for 3 days. Subsequently, another 2 ml of 1 N lithium hydroxide solution were added and the mixture was stirred at 60° C. for 7 days. After cooling, the mixture was acidified to ... Starting materials: BrC#CC1=CC=C(C(=O)OC)C=C1 (methyl 4-(bromoethynyl)benzoate), 5/5/1, [OH-].[Na+] (NaOH). Run in CO.C1CCOC1.O (CH3OH THF H2O). Run at temperature 25 celsius, time 3 hour. Product: BrC#CC1=CC=C(C(=O)O)C=C1 (4-(bromoethynyl)benzoic acid). Isolated yield 96.8%. Reaction SMILES: [Br:1][C:2]#[C:3][C:4]1[CH:13]=[CH:12][C:7]([C:8]([O:10]C)=[O:9])=[CH:6][CH:5]=1.[OH-].[Na+]>CO.C1COCC1.O>[Br:1][C:2]#[C:3][C:4]1[CH:13]=[CH:12][C:7]([C:8]([OH:10])=[O:9])=[CH:6][CH:5]=1 |f:1.2,3.4.5|. Reported procedure: To a solution of methyl 4-(bromoethynyl)benzoate (67 g, 280 mmol) in CH3OH/THF/H2O=5/5/1 (1100 mL) was added NaOH (44.84 g) and the reaction mixture was stirred at 25° C. for 3 hr. The volatiles were removed under reduced pressure and the resulting solution was neutralized with 1 N HCl to pH 3-5. Solids were collected by filtration, washed with water and dried at 50° C. for 5 hr to yield 4-(bromoethynyl)benzoic acid (INT-1) (61 g, 96%). Starting materials: COC1=CC=C(C=C1)N1C(O[C@H](C1)CN1CCC(CC1)OC1=C(C=CC=C1)NC(C)=O)=O (3-p-methoxyphenyl-5(S)-[(4-o-acetamido-phenoxypiperidino)methyl]-2-oxazolidinone). The solvent is CS(=O)C (DMSO). The product is C(C)(=O)NC1=C(OC2CCNCC2)C=CC=C1 (4-(o-acetamido-phenoxy)piperidine). Reaction SMILES: COC1C=CC(N2C[C@H](C[N:15]3[CH2:20][CH2:19][CH:18]([O:21][C:22]4[CH:27]=[CH:26][CH:25]=[CH:24][C:23]=4[NH:28][C:29](=[O:31])[CH3:30])[CH2:17][CH2:16]3)OC2=O)=CC=1>CS(C)=O>[C:29]([NH:28][C:23]1[CH:24]=[CH:25][CH:26]=[CH:27][C:22]=1[O:21][CH:18]1[CH2:17][CH2:16][NH:15][CH2:20][CH2:19]1)(=[O:31])[CH3:30]. Procedure details: 3-p-methoxyphenyl-5(S)-[(4-o-acetamido-phenoxypiperidino)methyl]-2-oxazolidinone, m.p. 98°-102°; [α]D =-22.5° (DMSO);